describe an organic reaction: reactants, conditions, products, and yield From a dataset of the Open Reaction Database (ORD), a public repository of structured organic reaction records. Starting materials: Cc1ccc(C(=O)c2c[nH]c3ccccc3c2=O)cc1C, CN(C)C=O, ClCc1ncccn1, [H-], [Na+]. Product: Cc1ccc(C(=O)c2cn(Cc3ncccn3)c3ccccc3c2=O)cc1C. Reaction SMILES: [CH3:1][c:2]1[cH:3][c:4]([C:5](=[O:6])[c:7]2[cH:8][nH:9][c:10]3[cH:11][cH:12][cH:13][cH:14][c:15]3[c:16]2=[O:17])[cH:18][cH:19][c:20]1[CH3:21].[CH3:32][N:33]([CH3:34])[CH:35]=[O:36].[Cl:24][CH2:25][c:26]1[n:27][cH:28][cH:29][cH:30][n:31]1.[H-:22].[Na+:23]>>[CH3:1][c:2]1[cH:3][c:4]([C:5](=[O:6])[c:7]2[cH:8][n:9]([CH2:25][c:26]3[n:27][cH:28][cH:29][cH:30][n:31]3)[c:10]3[cH:11][cH:12][cH:13][cH:14][c:15]3[c:16]2=[O:17])[cH:18][cH:19][c:20]1[CH3:21]. Reactants: Cl (hydrochloric acid), C(=O)O (formic acid), C1(=CC=CC=C1)CCNC1CCN(CC1)CC1=CC=CC=C1 (4-(2-phenylethylamino)-1-benzylpiperidine), C=O (formalin). Solvent: C(C)O (ethanol). Reaction conditions: temperature 90 celsius, time 1 hour. The product is Cl.Cl.CN(CCC1=CC=CC=C1)C1CCN(CC1)CC1=CC=CC=C1 (4-[N-methyl-N-(2-phenylethyl)amino]-1-benzylpiperidine dihydrochloride). RXN SMILES: C(O)=O.[C:4]1([CH2:10][CH2:11][NH:12][CH:13]2[CH2:18][CH2:17][N:16]([CH2:19][C:20]3[CH:25]=[CH:24][CH:23]=[CH:22][CH:21]=3)[CH2:15][CH2:14]2)[CH:9]=[CH:8][CH:7]=[CH:6][CH:5]=1.[CH2:26]=O.[ClH:28]>C(O)C>[ClH:28].[ClH:28].[CH3:26][N:12]([CH:13]1[CH2:18][CH2:17][N:16]([CH2:19][C:20]2[CH:21]=[CH:22][CH:23]=[CH:24][CH:25]=2)[CH2:15][CH2:14]1)[CH2:11][CH2:10][C:4]1[CH:5]=[CH:6][CH:7]=[CH:8][CH:9]=1 |f:5.6.7|. Procedure details: 136 ml of formic acid was added to 210 g of 4-(2-phenylethylamino)-1-benzylpiperidine. Since the temperature of the mixture increased to about 90° C., the mixture was ice-cooled. To the reaction mixture was added 64 ml of 37% formalin at 50-60° C.; the ice bath was removed; and the mixture was stirred for 1 hour. To the resulting reaction mixture were added 1 liter of ethanol and 120 ml of concentrated hydrochloric acid, followed by concentration under reduced pressure. To the residue was added ... Reactants: COC=1C=CC=C2CCC(C12)=O (7-methoxy-1-indanone), CC(C=C)O (3-buten-2-ol), C1(=CC=C(C=C1)S(=O)(=O)O)C (p-toluenesulfonic acid). Solvent: COC(C)(C)OC (2,2-dimethoxypropane), C1(=CC=CC=C1)C (toluene). Yields the product C(C=CC)C1C(C2=C(C=CC=C2C1)OC)=O ((RS)-2-(2-buten-1-yl)-7-methoxy-1-indanone). Yield: 28.0%. RXN SMILES: [CH3:1][O:2][C:3]1[CH:4]=[CH:5][CH:6]=[C:7]2[C:11]=1[C:10](=[O:12])[CH2:9][CH2:8]2.[CH3:13][CH:14](O)[CH:15]=[CH2:16].C1(C)C=CC(S(O)(=O)=O)=CC=1>COC(OC)(C)C.C1(C)C=CC=CC=1>[CH2:13]([CH:9]1[CH2:8][C:7]2[C:11](=[C:3]([O:2][CH3:1])[CH:4]=[CH:5][CH:6]=2)[C:10]1=[O:12])[CH:14]=[CH:15][CH3:16]. Procedure details: A solution of 26.4 g of 7-methoxy-1-indanone, 33.6 ml of 3-buten-2-ol and 265 mg of p-toluenesulfonic acid in 33.6 ml of 2,2-dimethoxypropane and 265 ml of anhydrous toluene was boiled under reflux for 17 hours. The reaction mixture was subsequently concentrated in a vacuum and purified by column chromatography on silica gel (hexane/diethyl ether 5:1). 9.9 g (28%) of (RS)-2-(2-buten-1-yl)-7-methoxy-1-indanone were obtained as a yellow oil. The reactants are COP(=O)(O)C1N2C(=O)C(N)C2SC1(C)C, [Na+], [OH-], O, O=C(Cl)Cc1ccccc1. Product: COP(=O)(O)C1N2C(=O)C(NC(=O)Cc3ccccc3)C2SC1(C)C. As a reaction SMILES: [NH2:1][CH:2]1[CH:3]2[N:4]([CH:5]([P:10](=[O:11])([O:12][CH3:13])[OH:14])[C:6]([CH3:8])([CH3:9])[S:7]2)[C:15]1=[O:16].[Na+:18].[OH-:17].[OH2:29].[c:19]1([CH2:25][C:26](=[O:27])[Cl:28])[cH:20][cH:21][cH:22][cH:23][cH:24]1>>[NH:1]([CH:2]1[CH:3]2[N:4]([CH:5]([P:10](=[O:11])([O:12][CH3:13])[OH:14])[C:6]([CH3:8])([CH3:9])[S:7]2)[C:15]1=[O:16])[C:26]([CH2:25][c:19]1[cH:20][cH:21][cH:22][cH:23][cH:24]1)=[O:27]. The reactants are C(N)(=O)N1C[C@H]([C@H](CC1)NC(OCC1=CC=CC=C1)=O)OCC (cis(±)-benzyl (1-carbamoyl-3-ethoxypiperidin-4-yl)carbamate), BrC(C(C(=O)OCCCC)=O)CC (butyl 3-bromo-2-oxopentanoate), C([O-])(O)=O.[Na+] (sodium bicarbonate). Solvent: C1CCOC1 (THF). Product: C(C1=CC=CC=C1)OC(=O)N[C@@H]1[C@@H](CN(CC1)C=1OC(=C(N1)C(=O)OCC)CC)OCC (Ethyl cis(±)-2-(4-{[(benzyloxy)carbonyl]amino}-3-ethoxypiperidin-1-yl)-5-ethyl-1,3-oxazole-4-carboxylate). Yield: 90.5%. RXN SMILES: [C:1]([N:4]1[CH2:9][CH2:8][C@H:7]([NH:10][C:11](=[O:20])[O:12][CH2:13][C:14]2[CH:19]=[CH:18][CH:17]=[CH:16][CH:15]=2)[C@H:6]([O:21][CH2:22][CH3:23])[CH2:5]1)(=[O:3])[NH2:2].Br[CH:25]([CH2:35][CH3:36])[C:26](=O)[C:27]([O:29][CH2:30][CH2:31]CC)=[O:28].C(=O)(O)[O-].[Na+]>C1COCC1>[CH2:13]([O:12][C:11]([NH:10][C@H:7]1[CH2:8][CH2:9][N:4]([C:1]2[O:3][C:25]([CH2:35][CH3:36])=[C:26]([C:27]([O:29][CH2:30][CH3:31])=[O:28])[N:2]=2)[CH2:5][C@H:6]1[O:21][CH2:22][CH3:23])=[O:20])[C:14]1[CH:15]=[CH:16][CH:17]=[CH:18][CH:19]=1 |f:2.3|. Procedure: The same operation as in Example (103c) was performed using cis(±)-benzyl (1-carbamoyl-3-ethoxypiperidin-4-yl)carbamate obtained in Example (112f) (0.95 g, 3 mmol), butyl 3-bromo-2-oxopentanoate obtained in Example (106a) (5 g, 19.9 mmol), sodium bicarbonate (0.72 g, 9 mmol) and THF (15 mL). The resulting residue was purified by silica gel column chromatography (elution solvent: ethyl acetate/hexane=1/10, 1/2, 1/1, 2/1, 4/1) to obtain 1.21 g of the title compound as a light yellow oily substance... Starting materials: BrC1=CC(=C2C=CNC2=C1)OC (6-bromo-4-methoxy-1H-indole), ClC1=C(C(=NC2=CC=C(C=C12)Cl)C)C (4,6-dichloro-2,3-dimethylquinoline). The product is BrC1=CC(=C2C=CN(C2=C1)C1=C(C(=NC2=CC=C(C=C12)Cl)C)C)OC (4-(6-bromo-4-methoxy-1H-indol-1-yl)-6-chloro-2,3-dimethylquinoline). Reaction SMILES: [Br:1][C:2]1[CH:10]=[C:9]2[C:5]([CH:6]=[CH:7][NH:8]2)=[C:4]([O:11][CH3:12])[CH:3]=1.Cl[C:14]1[C:23]2[C:18](=[CH:19][CH:20]=[C:21]([Cl:24])[CH:22]=2)[N:17]=[C:16]([CH3:25])[C:15]=1[CH3:26]>>[Br:1][C:2]1[CH:10]=[C:9]2[C:5]([CH:6]=[CH:7][N:8]2[C:14]2[C:23]3[C:18](=[CH:19][CH:20]=[C:21]([Cl:24])[CH:22]=3)[N:17]=[C:16]([CH3:25])[C:15]=2[CH3:26])=[C:4]([O:11][CH3:12])[CH:3]=1. Procedure details: Prepared according to procedure U using 6-bromo-4-methoxy-1H-indole (0.05 g, 0.22 mmol) and 4,6-dichloro-2,3-dimethylquinoline (0.075 g, 0.33 mmol) to give 4-(6-bromo-4-methoxy-1H-indol-1-yl)-6-chloro-2,3-dimethylquinoline as a yellow solid: Mass Spectrum (ESI) m/e=415.0 [M+1 (79Br)] and 417.0 [M+1 (81Br)]. Starting materials: Cl.N1=C(C=CC=C1)N1CCN(CC1)CCCCN1C(C2=CC=CC=3C2=C(C1=O)C=CC3)=O (2-[4-[4-(2-Pyridinyl)-1-piperazinyl]butyl]-1H-benz[de]-isoquinoline-1,3-(2H)-dione, hydrochloride), BrCCCCCN1C(C2=CC=CC=3C2=C(C1=O)C=CC3)=O (2-(5-bromopentyl)-1H-benz[de]isoquinoline-1,3(2H)-dione), BrCCCCN1C(C2=CC=CC=3C2=C(C1=O)C=CC3)=O (2-(4-bromobutyl)-1H-benz[de]isoquinoline-1,3(2H)-dione). Product: Cl.N1=C(C=CC=C1)N1CCN(CC1)CCCCCN1C(C2=CC=CC=3C2=C(C1=O)C=CC3)=O (2-[5-[4-(2-pyridinyl)-1-piperazinyl]pentyl]-1H-benz[de]isoquinoline-1,3(2H)-dione, hydrochloride). Reaction SMILES: [ClH:1].[N:2]1[CH:7]=[CH:6][CH:5]=[CH:4][C:3]=1[N:8]1[CH2:13][CH2:12][N:11](CCCCN2C(=O)C3C=CC=C4C=3C(=CC=C4)C2=O)[CH2:10][CH2:9]1.Br[CH2:34][CH2:35][CH2:36][CH2:37][CH2:38][N:39]1[C:48](=[O:49])[C:47]2[CH:50]=[CH:51][CH:52]=[C:45]3[C:46]=2[C:41](=[CH:42][CH:43]=[CH:44]3)[C:40]1=[O:53].BrCCCCN1C(=O)C2C=CC=C3C=2C(=CC=C3)C1=O>>[ClH:1].[N:2]1[CH:7]=[CH:6][CH:5]=[CH:4][C:3]=1[N:8]1[CH2:9][CH2:10][N:11]([CH2:34][CH2:35][CH2:36][CH2:37][CH2:38][N:39]2[C:48](=[O:49])[C:47]3[CH:50]=[CH:51][CH:52]=[C:45]4[C:46]=3[C:41](=[CH:42][CH:43]=[CH:44]4)[C:40]2=[O:53])[CH2:12][CH2:13]1 |f:0.1,4.5|. Procedure: Following the procedure of part (b) of example 46 but substituting 2-(5-bromopentyl)-1H-benz[de]isoquinoline-1,3(2H)-dione for the 2-(4-bromobutyl)-1H-benz[de]isoquinoline-1,3(2H)-dione, one obtains 2-[5-[4-(2-pyridinyl)-1-piperazinyl]pentyl]-1H-benz[de]isoquinoline-1,3(2H)-dione, hydrochloride (1:2).